From a dataset of the Open Reaction Database (ORD), a public repository of structured organic reaction records. describe an organic reaction: reactants, conditions, products, and yield Reactants: crude mixture, ClC=1C2=C(N(C(C(N1)CC1=C(C=CC=C1)Cl)=O)CC1=CC=C(C=C1)OC)C=CC(=C2)Cl (5,7-Dichloro-3-(2-chlorobenzyl)-1-(4-methoxybenzyl)-1H-benzo[e][1,4]diazepin-2(3H)-one), CC1(OB(OC1(C)C)C=1C=C(C=NC1)N)C (5-(4,4,5,5-tetramethyl-1,3,2-dioxaborolan-2-yl)pyridin-3-amine), [OH-].[Cs+] (cesium hydroxide). Reagents/catalysts: C=1C=CC(=CC1)[P](C=2C=CC=CC2)(C=3C=CC=CC3)[Pd]([P](C=4C=CC=CC4)(C=5C=CC=CC5)C=6C=CC=CC6)([P](C=7C=CC=CC7)(C=8C=CC=CC8)C=9C=CC=CC9)[P](C=1C=CC=CC1)(C=1C=CC=CC1)C=1C=CC=CC1 (tetrakis(triphenylphosphine)palladium(0)). Run in CCOC(=O)C (EtOAc), O1CCOCC1.O (dioxane water). Conditions: temperature 90 celsius. Product: NC=1C=C(C=NC1)C=1C2=C(N(C(C(N1)CC1=C(C=CC=C1)Cl)=O)CC1=CC=C(C=C1)OC)C=CC(=C2)Cl (5-(5-Aminopyridin-3-yl)-7-chloro-3-(2-chlorobenzyl)-1-(4-methoxybenzyl)-1H-benzo[e][1,4]diazepin-2(3H)-one). The yield is 33.4%. RXN SMILES: Cl[C:2]1[C:3]2[CH:30]=[C:29]([Cl:31])[CH:28]=[CH:27][C:4]=2[N:5]([CH2:18][C:19]2[CH:24]=[CH:23][C:22]([O:25][CH3:26])=[CH:21][CH:20]=2)[C:6](=[O:17])[CH:7]([CH2:9][C:10]2[CH:15]=[CH:14][CH:13]=[CH:12][C:11]=2[Cl:16])[N:8]=1.CC1(C)C(C)(C)OB([C:40]2[CH:41]=[C:42]([NH2:46])[CH:43]=[N:44][CH:45]=2)O1.[OH-].[Cs+]>O1CCOCC1.O.CCOC(C)=O.C1C=CC([P]([Pd]([P](C2C=CC=CC=2)(C2C=CC=CC=2)C2C=CC=CC=2)([P](C2C=CC=CC=2)(C2C=CC=CC=2)C2C=CC=CC=2)[P](C2C=CC=CC=2)(C2C=CC=CC=2)C2C=CC=CC=2)(C2C=CC=CC=2)C2C=CC=CC=2)=CC=1>[NH2:46][C:42]1[CH:41]=[C:40]([C:2]2[C:3]3[CH:30]=[C:29]([Cl:31])[CH:28]=[CH:27][C:4]=3[N:5]([CH2:18][C:19]3[CH:20]=[CH:21][C:22]([O:25][CH3:26])=[CH:23][CH:24]=3)[C:6](=[O:17])[CH:7]([CH2:9][C:10]3[CH:15]=[CH:14][CH:13]=[CH:12][C:11]=3[Cl:16])[N:8]=2)[CH:45]=[N:44][CH:43]=1 |f:2.3,4.5,^1:66,68,87,106|. Reported procedure: 5,7-Dichloro-3-(2-chlorobenzyl)-1-(4-methoxybenzyl)-1H-benzo[e][1,4]diazepin-2(3H)-one (240 mg) and 5-(4,4,5,5-tetramethyl-1,3,2-dioxaborolan-2-yl)pyridin-3-amine (134 mg, 1.2 eq) were suspended in dioxane/water (6 mL/2 mL), and then cesium hydroxide (170 mg, 2 eq) was added and the mixture was degassed by pulling vacuum until bubbling occurred, and then introducing nitrogen gas. The degassing procedure was repeated twice, and then tetrakis(triphenylphosphine)palladium(0) (30 mg, 0.05 eq) was ad... Reactants: BrC1=CC(=C(C=C1)N)CC (4-bromo-2-ethylbenzenamine), N(=O)[O-].[Na+] (NaNO2). Run in CC(=O)O (AcOH). Conditions: time 2.5 hour. The product is BrC=1C=C2C(=NNC2=CC1)C (5-bromo-3-methyl-1H-indazole). The yield is 44.2%. As a reaction SMILES: [Br:1][C:2]1[CH:7]=[CH:6][C:5]([NH2:8])=[C:4]([CH2:9][CH3:10])[CH:3]=1.[N:11]([O-])=O.[Na+]>CC(O)=O>[Br:1][C:2]1[CH:3]=[C:4]2[C:5](=[CH:6][CH:7]=1)[NH:8][N:11]=[C:9]2[CH3:10] |f:1.2|. Procedure details: To a solution of 4-bromo-2-ethylbenzenamine (1.5 g, 7.50 mmol) in AcOH (20 mL) was added NaNO2 (570 mg, 8.14 mmol). After stirring for 2.5 h at room temperature, the resulting mixture was concentrated under reduced pressure to afford a residue, which was purified by a silica gel column with 1% methanol in dichloromethane to afford 5-bromo-3-methyl-1H-indazole as a light red solid (700 mg, 44%). Reactants: COC(N(C)C)OC (N,N-dimethylformamide-dimethyl acetal), ClCCCCCS(=O)(=O)N (5-Chloropentane-sulfonamide), aqueous solution, S(=O)(=O)(O)[O-].[Na+] (sodium hydrogen sulfate). Solvent: CN(C=O)C (dimethyl-formamide). Conditions: time 3 hour. The product is ClCCCCCS(=O)(=O)N=CN(C)C (5-chloro-N-[dimethylamino-methylene]-pentane-sulfonamide). Reaction SMILES: CO[CH:3](OC)[N:4]([CH3:6])[CH3:5].[Cl:9][CH2:10][CH2:11][CH2:12][CH2:13][CH2:14][S:15]([NH2:18])(=[O:17])=[O:16].S([O-])(O)(=O)=O.[Na+]>CN(C)C=O>[Cl:9][CH2:10][CH2:11][CH2:12][CH2:13][CH2:14][S:15]([N:18]=[CH:3][N:4]([CH3:6])[CH3:5])(=[O:17])=[O:16] |f:2.3|. Reported procedure: 1.29 ml of N,N-dimethylformamide-dimethyl acetal were added dropwise at ambient temperature under an inert gas atmosphere to a solution of 1.5 g of the product of Step A in 8 ml of dimethyl-formamide. The solution was stirred at ambient temperature for 3 hours, then poured into a 1% aqueous solution of sodium hydrogen sulfate, extracted with ethyl acetate, washed with water, then with a saturated aqueous solution of sodium chloride, dried and evaporated to dryness under reduced pressure to obtai... Reactants: CC(=O)C (acetone), C1(=CC=CC=C1)P(C1=CC=CC=C1)=O (diphenyl phosphine oxide), C1CCOC1 (THF), CC(=O)C (acetone), C1(=CC=CC=C1)P(C1=CC=CC=C1)=O (DPPO). Conditions: temperature 70 celsius. Yields the product C1(=CC=CC=C1)P(=O)(C1=CC=CC=C1)C(C)(C)O (2-(diphenyl phosphoryl) propan-2-ol). Reaction SMILES: [C:1]1([PH:7](=[O:14])[C:8]2[CH:13]=[CH:12][CH:11]=[CH:10][CH:9]=2)[CH:6]=[CH:5][CH:4]=[CH:3][CH:2]=1.C1COCC1.[CH3:20][C:21]([CH3:23])=[O:22]>>[C:1]1([P:7]([C:21]([OH:22])([CH3:23])[CH3:20])([C:8]2[CH:13]=[CH:12][CH:11]=[CH:10][CH:9]=2)=[O:14])[CH:2]=[CH:3][CH:4]=[CH:5][CH:6]=1. Reported procedure: To a one liter four-inlet flask equipped with a temperature controller, a reflux condenser, a nitrogen feed and a mechanical stirrer, 1 mole (202 g) diphenyl phosphine oxide (DPPO) and 500 ml THF were added. The mixture was heated to 70° C. and then stirred. The stirring was continued until DPPO was dissolved completely. To this solution was added slowly 1.0 mole (58 g) acetone within two hours, and the temperature thereof was maintained at 70° C. for six hours after the addition of acetone was ... Starting materials: CN1C(C(C2=CC=CC=C12)(C)C)=C (1,3,3-trimethyl-2-methyleneindoline), [BH4-].[Na+] (sodium borohydride), O (water). Solvent: C(C)OCC (ethyl ether), CO (methanol). The product is CN1C(C(C2=CC=CC=C12)(C)C)C (1,2,3,3-Tetramethylindoline). Reaction SMILES: [CH3:1][N:2]1[C:10]2[C:5](=[CH:6][CH:7]=[CH:8][CH:9]=2)[C:4]([CH3:12])([CH3:11])[C:3]1=[CH2:13].[BH4-].[Na+].O>CO.C(OCC)C>[CH3:1][N:2]1[C:10]2[C:5](=[CH:6][CH:7]=[CH:8][CH:9]=2)[C:4]([CH3:12])([CH3:11])[CH:3]1[CH3:13] |f:1.2|. Procedure details: To a stirred solution of 3.46 g of 1,3,3-trimethyl-2-methyleneindoline (VIII, R2 =R8 =R9 =Me) in 50 ml methanol was added at room temperature in three portions at about five-minute intervals a total of 1.14 g of sodium borohydride (conveniently, as three 7/16-inch pellets, a commercially available form). The initial deep red color of the solution gradually changed to a light orange during the reaction. The mixture was then diluted first with 20 ml of ethyl ether, and then with 50 ml of water. Th... Reaction SMILES: C(O)=O.[NH2:4][CH2:5][CH2:6][C:7]1[CH:30]=[CH:29][C:10]([NH:11][CH:12]2[CH2:17][CH2:16][N:15]([C:18]([NH:20][CH2:21][CH2:22][CH2:23][CH2:24][CH2:25][CH2:26][CH2:27][CH3:28])=[O:19])[CH2:14][CH2:13]2)=[CH:9][CH:8]=1.C([Si]([O:48][C:49]1[CH:54]=[CH:53][C:52]([O:55][CH2:56][C@@H:57]2[CH2:59][O:58]2)=[CH:51][C:50]=1[F:60])(C1C=CC=CC=1)C1C=CC=CC=1)(C)(C)C>C(Cl)(Cl)Cl.CO>[CH2:21]([NH:20][C:18]([N:15]1[CH2:16][CH2:17][CH:12]([NH:11][C:10]2[CH:9]=[CH:8][C:7]([CH2:6][CH2:5][NH:4][CH2:59][C@H:57]([OH:58])[CH2:56][O:55][C:52]3[CH:53]=[CH:54][C:49]([OH:48])=[C:50]([F:60])[CH:51]=3)=[CH:30][CH:29]=2)[CH2:13][CH2:14]1)=[O:19])[CH2:22][CH2:23][CH2:24][CH2:25][CH2:26][CH2:27][CH3:28] |f:0.1,3.4|. Procedure: 4-[4-(2-Aminoethyl)anilino]-N-octyl-1-piperidinecarboxamide formate (0.376 g, 0.87 mmol) was reacted with tert-butyl{2-fluoro-4-[(2S)oxiranylmethoxy]phenoxy}diphenylsilane (0.368 g, 0.87 mmol) according to Procedure G (eluant: 20:1 chloroform-methanol) to give the title compound (0.228 g, 0.271 mmol). Run in C(Cl)(Cl)Cl.CO (chloroform methanol). The yield is 31.1%. Starting materials: C(=O)O.NCCC1=CC=C(NC2CCN(CC2)C(=O)NCCCCCCCC)C=C1 (4-[4-(2-Aminoethyl)anilino]-N-octyl-1-piperidinecarboxamide formate), C(C)(C)(C)[Si](C1=CC=CC=C1)(C1=CC=CC=C1)OC1=C(C=C(C=C1)OC[C@H]1OC1)F (tert-butyl{2-fluoro-4-[(2S)oxiranylmethoxy]phenoxy}diphenylsilane). The product is C(CCCCCCC)NC(=O)N1CCC(CC1)NC1=CC=C(C=C1)CCNC[C@@H](COC1=CC(=C(C=C1)O)F)O (4-(4-[2-[(2S)-3-(3-Fluoro-4-hydroxy-phenoxy)-2-hydroxy-propylamino]-ethyl]-phenylamino)-piperidine-1-carboxylic acid octylamide). The reactants are [Br-], C1CCOC1, C[Mg+], O=Cc1cc2ccc(F)cc2nc1Cl. Yields the product CC(O)c1cc2ccc(F)cc2nc1Cl. As a reaction SMILES: [Br-:15].[CH2:18]1[O:19][CH2:20][CH2:21][CH2:22]1.[CH3:16][Mg+:17].[Cl:1][c:2]1[n:3][c:4]2[cH:5][c:6]([F:14])[cH:7][cH:8][c:9]2[cH:10][c:11]1[CH:12]=[O:13]>>[Cl:1][c:2]1[n:3][c:4]2[cH:5][c:6]([F:14])[cH:7][cH:8][c:9]2[cH:10][c:11]1[CH:12]([OH:13])[CH3:16]. The reactants are CN1N=CC(=C1C(NC)=O)NC(=O)C1=NC(=NC=C1Br)C1CCC1 (5-bromo-2-cyclobutyl-pyrimidine-4-carboxylic acid (1-methyl-5-methylcarbamoyl-1H-pyrazol-4-yl)-amide), NC=1C=NC=NC1 (5-aminopyrimidine). The product is CN1N=CC(=C1C(NC)=O)NC(=O)C1=NC(=NC=C1NC=1C=NC=NC1)C1CCC1 (2-Cyclobutyl-5-(pyrimidin-5-ylamino)-pyrimidine-4-carboxylic acid (1-methyl-5-methylcarbamoyl-1H-pyrazol-4-yl)-amide). RXN SMILES: [CH3:1][N:2]1[C:6]([C:7](=[O:10])[NH:8][CH3:9])=[C:5]([NH:11][C:12]([C:14]2[C:19](Br)=[CH:18][N:17]=[C:16]([CH:21]3[CH2:24][CH2:23][CH2:22]3)[N:15]=2)=[O:13])[CH:4]=[N:3]1.[NH2:25][C:26]1[CH:27]=[N:28][CH:29]=[N:30][CH:31]=1>>[CH3:1][N:2]1[C:6]([C:7](=[O:10])[NH:8][CH3:9])=[C:5]([NH:11][C:12]([C:14]2[C:19]([NH:25][C:26]3[CH:27]=[N:28][CH:29]=[N:30][CH:31]=3)=[CH:18][N:17]=[C:16]([CH:21]3[CH2:24][CH2:23][CH2:22]3)[N:15]=2)=[O:13])[CH:4]=[N:3]1. Reported procedure: The product was obtained starting from 5-bromo-2-cyclobutyl-pyrimidine-4-carboxylic acid (1-methyl-5-methylcarbamoyl-1H-pyrazol-4-yl)-amide (23 mg, 58 μmol) and 5-aminopyrimidine (8 mg, 82 μmol) according to the method described in example A-1, step 2 after purification by preparative HPLC using an acetonitrile/water gradient as yellow solid (1 mg, 5%). Starting materials: ClCCl, Cl, Cc1n[nH]c2ccc(-c3cnc(N)c(N4CCN(C(=O)OC(C)(C)C)C(Cc5ccccc5)C4)n3)cc12, C1COCCO1. The product is Cc1n[nH]c2ccc(-c3cnc(N)c(N4CCNC(Cc5ccccc5)C4)n3)cc12. Reaction SMILES: [Cl:39][CH2:40][Cl:41].[ClH:38].[NH2:1][c:2]1[n:3][cH:4][c:5](-[c:28]2[cH:29][c:30]3[c:31]([CH3:37])[n:32][nH:33][c:34]3[cH:35][cH:36]2)[n:6][c:7]1[N:8]1[CH2:9][CH:10]([CH2:21][c:22]2[cH:23][cH:24][cH:25][cH:26][cH:27]2)[N:11]([C:14]([O:15][C:16]([CH3:17])([CH3:18])[CH3:19])=[O:20])[CH2:12][CH2:13]1.[O:42]1[CH2:43][CH2:44][O:45][CH2:46][CH2:47]1>>[NH2:1][c:2]1[n:3][cH:4][c:5](-[c:28]2[cH:29][c:30]3[c:31]([CH3:37])[n:32][nH:33][c:34]3[cH:35][cH:36]2)[n:6][c:7]1[N:8]1[CH2:9][CH:10]([CH2:21][c:22]2[cH:23][cH:24][cH:25][cH:26][cH:27]2)[NH:11][CH2:12][CH2:13]1. Starting materials: COc1ccc(CCl)cc1, [H-], [Na+], CN(C)C=O, c1nc[nH]n1. Yields the product COc1ccc(Cn2cncn2)cc1. Reaction SMILES: [CH3:8][O:9][c:10]1[cH:11][cH:12][c:13]([CH2:14][Cl:15])[cH:16][cH:17]1.[H-:1].[Na+:2].[O:18]=[CH:19][N:20]([CH3:21])[CH3:22].[nH:3]1[n:4][cH:5][n:6][cH:7]1>>[n:3]1([CH2:14][c:13]2[cH:12][cH:11][c:10]([O:9][CH3:8])[cH:17][cH:16]2)[n:4][cH:5][n:6][cH:7]1.